This data is from the Open Reaction Database (ORD), a public repository of structured organic reaction records. The task is: describe an organic reaction: reactants, conditions, products, and yield Starting materials: N(C1=CC=CC=C1)C(=O)[C@@H]1C[C@@](C=2N1C(C(=CN2)N(CC2=CC(=CC=C2)C(F)(F)F)C(=O)OCC2=CC=CC=C2)=O)(C)CC(=O)O (((6S,8S)-6-(Anilinocarbonyl)-3-{[(benzyloxy)carbonyl][3-(trifluoromethyl)benzyl]amino}-8-methyl-4-oxo-4,6,7,8-tetrahydropyrrolo[1,2-a]pyrimidin-8-yl)acetic acid), C(=O)([O-])[O-].[Cs+].[Cs+] (Cs2CO3), C1=CC=C(C=C1)CBr (BnBr). The solvent is CN(C)C=O (DMF), CCOC(=O)C (EtOAc). Conditions: time 1 hour. Product: N(C1=CC=CC=C1)C(=O)[C@@H]1C[C@@](C=2N1C(C(=CN2)N(CC2=CC(=CC=C2)C(F)(F)F)C(=O)OCC2=CC=CC=C2)=O)(C)CC(=O)OCC2=CC=CC=C2 (Benzyl ((6S,8S)-6-(anilinocarbonyl)-3-{[(benzyloxy)carbonyl][3-(trifluoromethyl)benzyl]amino}-8-methyl-4-oxo-4,6,7,8-tetrahydropyrrolo[1,2-a]pyrimidin-8-yl)acetate). Reaction SMILES: [NH:1]([C:8]([C@H:10]1[N:14]2[C:15](=[O:41])[C:16]([N:19]([C:31]([O:33][CH2:34][C:35]3[CH:40]=[CH:39][CH:38]=[CH:37][CH:36]=3)=[O:32])[CH2:20][C:21]3[CH:26]=[CH:25][CH:24]=[C:23]([C:27]([F:30])([F:29])[F:28])[CH:22]=3)=[CH:17][N:18]=[C:13]2[C@@:12]([CH2:43][C:44]([OH:46])=[O:45])([CH3:42])[CH2:11]1)=[O:9])[C:2]1[CH:7]=[CH:6][CH:5]=[CH:4][CH:3]=1.C([O-])([O-])=O.[Cs+].[Cs+].[CH:53]1[CH:58]=[CH:57][C:56]([CH2:59]Br)=[CH:55][CH:54]=1>CN(C=O)C.CCOC(C)=O>[NH:1]([C:8]([C@H:10]1[N:14]2[C:15](=[O:41])[C:16]([N:19]([C:31]([O:33][CH2:34][C:35]3[CH:36]=[CH:37][CH:38]=[CH:39][CH:40]=3)=[O:32])[CH2:20][C:21]3[CH:26]=[CH:25][CH:24]=[C:23]([C:27]([F:30])([F:29])[F:28])[CH:22]=3)=[CH:17][N:18]=[C:13]2[C@@:12]([CH2:43][C:44]([O:46][CH2:59][C:56]2[CH:57]=[CH:58][CH:53]=[CH:54][CH:55]=2)=[O:45])([CH3:42])[CH2:11]1)=[O:9])[C:2]1[CH:3]=[CH:4][CH:5]=[CH:6][CH:7]=1 |f:1.2.3|. Procedure details: To a solution of 117b (1.740 mmol) in 7 mL DMF, were added Cs2CO3 (850 mg, 2.61 mmol) and BnBr (0.31 mL, 2.61 mmol). The mixture was stirred at rt for 1 h, then diluted with EtOAc. The organic phase was washed with 0.5 N HCl and brine, dried (Na2SO4), and concentrated. The crude product was purified by flash chromatography (35% EtOAc/hexanes) to afford 533 mg (42%, 2 steps) of 117c as a colorless glass. MS(ESI) 725.3 (M+H+). Reactants: C(C1=CC=CC=C1)OC=1C=CC=2C=3N(C(=NC2C1OC)N)CCN3 (8-(benzyloxy)-7-methoxy-2,3-dihydroimidazo[1,2-c]quinazolin-5-amine), C(=O)(C(F)(F)F)O (TFA). Run in CO (MeOH). Run at temperature 60 celsius, time 17 hour. Yields the product FC(C(=O)O)(F)F.FC(C(=O)O)(F)F.NC1=NC=2C(=C(C=CC2C=2N1CCN2)O)OC (5-amino-7-methoxy-2,3-dihydroimidazo[1,2-c]quinazolin-8-ol bis(trifluoroacetate)). Yield: 100.0%. Reaction SMILES: C([O:8][C:9]1[CH:10]=[CH:11][C:12]2[C:13]3[N:14]([CH2:22][CH2:23][N:24]=3)[C:15]([NH2:21])=[N:16][C:17]=2[C:18]=1[O:19][CH3:20])C1C=CC=CC=1.[C:25]([OH:31])([C:27]([F:30])([F:29])[F:28])=[O:26]>CO>[F:28][C:27]([F:30])([F:29])[C:25]([OH:31])=[O:26].[F:28][C:27]([F:30])([F:29])[C:25]([OH:31])=[O:26].[NH2:21][C:15]1[N:14]2[CH2:22][CH2:23][N:24]=[C:13]2[C:12]2[CH:11]=[CH:10][C:9]([OH:8])=[C:18]([O:19][CH3:20])[C:17]=2[N:16]=1 |f:3.4.5|. Procedure: 3-(Benzyloxy)-6-(4,5-dihydro-1H-imidazol-2-yl)-2-methoxyaniline (Step 7, 30 g, 93 mmol) was added portionwise over 1 h to a round bottom flask containing TFA (400 mL) precooled with an ice bath. The reaction mixture was heated to 60° C. and allowed to stir at this temperature for 17 h at which time it was cooled to rt and the reaction mixture concentrated under reduced pressure. The resulting residue was taken up in DCM and hexanes and concentrated under reduced pressure. The material thus obtai...